This data is from the Open Reaction Database (ORD), a public repository of structured organic reaction records. The task is: describe an organic reaction: reactants, conditions, products, and yield Reactants: C1(=CC=CC=C1)O (phenol), FC(C(=O)C(F)(F)F)(F)F (hexafluoroacetone), C1(C(O1)(F)F)(C(F)(F)F)F (hexafluoropropene epoxide), FC(C(=C(F)F)F)(F)F (hexafluoropropene), stainless steel, FC(C(=C(F)F)F)(F)F (hexafluoropropene). Reagents/catalysts: [Ni] (nickel). The solvent is F (hydrogen fluoride), F (hydrogen fluoride), F (hydrogen fluoride). Reaction conditions: temperature 100 celsius. Product: FC(C(C(F)(F)F)(C1=CC=C(C=C1)O)C1=CC=C(C=C1)O)(F)F (hexafluoro-2,2-bis-(4-hydroxyphenyl)-propane). The yield is 86.4%. RXN SMILES: [C:1]1(F)([C:6](F)(F)F)[O:3][C:2]1(F)F.F[C:12](F)(F)[C:13](F)=[C:14](F)F.[F:20][C:21]([F:29])([F:28])[C:22]([C:24]([F:27])([F:26])[F:25])=O.[C:30]1([OH:36])[CH:35]=[CH:34][CH:33]=[CH:32][CH:31]=1>F.[Ni]>[F:20][C:21]([F:29])([F:28])[C:22]([C:33]1[CH:34]=[CH:35][C:30]([OH:36])=[CH:31][CH:32]=1)([C:13]1[CH:14]=[CH:6][C:1]([OH:3])=[CH:2][CH:12]=1)[C:24]([F:27])([F:26])[F:25]. Procedure details: A mixture of 228 g of hexafluoropropene epoxide and 72 g of hexafluoropropene, and also 220 g of hydrogen fluoride were filled into a 1 liter capacity stainless steel autoclave without a stirring device and the mixture was heated for 20 hours at 100° C. The reaction product, which consisted of a solution of hexafluoroacetone in hydrogen fluoride, was transferred by exploiting its own vapor pressure to a 2.7 liter capacity nickel autoclave, which already contained 258 g of phenol, and the resulti... Reactants: COc1ccc2c(C)c3n(c2c1)CCCC3=O, Cl, NO, c1ccncc1. Yields the product COc1ccc2c(C)c3n(c2c1)CCCC3=NO. RXN SMILES: [CH3:1][O:2][c:3]1[cH:4][cH:5][c:6]2[c:7]([CH3:17])[c:8]3[n:9]([c:10]2[cH:11]1)[CH2:12][CH2:13][CH2:14][C:15]3=[O:16].[ClH:18].[NH2:19][OH:20].[cH:21]1[cH:22][cH:23][n:24][cH:25][cH:26]1>>[CH3:1][O:2][c:3]1[cH:4][cH:5][c:6]2[c:7]([CH3:17])[c:8]3[n:9]([c:10]2[cH:11]1)[CH2:12][CH2:13][CH2:14][C:15]3=[N:19][OH:20]. The reactants are COC(=O)c1ccc2c(c1)C(SCCN)c1ccccc1CO2, O=S(=O)(Cl)c1ccccc1, c1ccncc1. Product: COC(=O)c1ccc2c(c1)C(SCCNS(=O)(=O)c1ccccc1)c1ccccc1CO2. Reaction SMILES: [NH2:1][CH2:2][CH2:3][S:4][CH:5]1[c:6]2[c:7]([cH:16][cH:17][c:18]([C:20](=[O:21])[O:22][CH3:23])[cH:19]2)[O:8][CH2:9][c:10]2[c:11]1[cH:12][cH:13][cH:14][cH:15]2.[c:24]1([S:30](=[O:31])(=[O:32])[Cl:33])[cH:25][cH:26][cH:27][cH:28][cH:29]1.[cH:34]1[cH:35][cH:36][n:37][cH:38][cH:39]1>>[NH:1]([CH2:2][CH2:3][S:4][CH:5]1[c:6]2[c:7]([cH:16][cH:17][c:18]([C:20](=[O:21])[O:22][CH3:23])[cH:19]2)[O:8][CH2:9][c:10]2[c:11]1[cH:12][cH:13][cH:14][cH:15]2)[S:30]([c:24]1[cH:25][cH:26][cH:27][cH:28][cH:29]1)(=[O:31])=[O:32]. Reactants: COC(CNC([C@@H](NC(=O)OC(C)(C)C)C(C)C)=O)=O (t-butyloxycarbonyl-L-valyl-glycine methyl ester), FC(C(=O)O)(F)F (trifluoroacetic acid). Reaction conditions: time 1 hour. The product is FC(C(=O)O)(F)F.COC(CNC([C@@H](N)C(C)C)=O)=O (L-valyl-glycine methyl ester trifluoroacetate). As a reaction SMILES: [CH3:1][O:2][C:3](=[O:20])[CH2:4][NH:5][C:6](=[O:19])[C@H:7]([CH:16]([CH3:18])[CH3:17])[NH:8]C(OC(C)(C)C)=O.[F:21][C:22]([F:27])([F:26])[C:23]([OH:25])=[O:24]>>[F:21][C:22]([F:27])([F:26])[C:23]([OH:25])=[O:24].[CH3:1][O:2][C:3](=[O:20])[CH2:4][NH:5][C:6](=[O:19])[C@H:7]([CH:16]([CH3:17])[CH3:18])[NH2:8] |f:2.3|. Reported procedure: t-butyloxycarbonyl-L-valyl-glycine methyl ester (1.44 g, 5 mmol) was dissolved in trifluoroacetic acid (5 ml), and the mixture was left at room temperature for 1 hour. The solution was evaporated to dryness in vacuo and the residue triturated with dry ether. The reactants are S(=O)(=O)(O)O.CN(C)CC1=CC(=NC=C1)CSCCNC(=N)N.CN(C)CC1=CC(=NC=C1)CSCCNC(=N)N (N-[2-(4-dimethylaminomethyl-2-pyridylmethylthio)ethyl]guanidine hemisulphate), C(=O)C(C(=O)OCC)CCC=1C=NC(=CC1)C (ethyl 2-formyl-3-(6-methyl-3-pyridylmethyl)propionate), [O-]CC.[Na+] (sodium ethoxide). Run in C(C)O (ethanol). Product: CN(C)CC1=CC(=NC=C1)CSCCNC1=NC=C(C(N1)=O)CC=1C=NC(=CC1)C (2-[2-(4-dimethylaminomethyl-2-pyridyl-methylthio)ethylamino]-5-(6-methyl-3-pyridylmethyl)-4-pyrimidone). RXN SMILES: S(O)(O)(=O)=O.[CH3:6][N:7]([CH2:9][C:10]1[CH:15]=[CH:14][N:13]=[C:12]([CH2:16][S:17][CH2:18][CH2:19][NH:20][C:21]([NH2:23])=[NH:22])[CH:11]=1)[CH3:8].CN(C[C:28]1[CH:33]=[CH:32][N:31]=[C:30]([CH2:34]SCCNC(N)=N)[CH:29]=1)C.[CH:42]([CH:44]([CH2:50]CC1C=NC(C)=CC=1)[C:45](OCC)=O)=[O:43].[O-]CC.[Na+]>C(O)C>[CH3:8][N:7]([CH2:9][C:10]1[CH:15]=[CH:14][N:13]=[C:12]([CH2:16][S:17][CH2:18][CH2:19][NH:20][C:21]2[NH:23][C:42](=[O:43])[C:44]([CH2:50][C:33]3[CH:32]=[N:31][C:30]([CH3:34])=[CH:29][CH:28]=3)=[CH:45][N:22]=2)[CH:11]=1)[CH3:6] |f:0.1.2,4.5|. Procedure details: Reaction of N-[2-(4-dimethylaminomethyl-2-pyridylmethylthio)ethyl]guanidine hemisulphate with ethyl 2-formyl-3-(6-methyl-3-pyridylmethyl)propionate and sodium ethoxide in ethanol gives 2-[2-(4-dimethylaminomethyl-2-pyridyl-methylthio)ethylamino]-5-(6-methyl-3-pyridylmethyl)-4-pyrimidone. As a reaction SMILES: [Cl:1][C:2]1[CH:3]=[C:4]([NH:9][C:10](=O)[CH2:11][NH:12][CH2:13][C:14]2[CH:19]=[CH:18][C:17]([O:20][CH3:21])=[C:16]([O:22][CH3:23])[CH:15]=2)[CH:5]=[C:6]([Cl:8])[CH:7]=1.[H-].[Al+3].[Li+].[H-].[H-].[H-]>>[Cl:1][C:2]1[CH:3]=[C:4]([NH:9][CH2:10][CH2:11][NH:12][CH2:13][C:14]2[CH:19]=[CH:18][C:17]([O:20][CH3:21])=[C:16]([O:22][CH3:23])[CH:15]=2)[CH:5]=[C:6]([Cl:8])[CH:7]=1 |f:1.2.3.4.5.6|. Procedure details: In a manner similar to Preparation 2, react N-(3,5-dichlorophenyl)-2-[[(3,4-dimethoxyphenyl)methyl]amino]acetamide with lithium aluminum hydride to obtain the title compound. The product is ClC=1C=C(C=C(C1)Cl)NCCNCC1=CC(=C(C=C1)OC)OC (N-(3,5-Dichlorophenyl)-N'-[(3,4-dimethoxyphenyl)methyl]-1,2-ethanediamine). The reactants are ClC=1C=C(C=C(C1)Cl)NC(CNCC1=CC(=C(C=C1)OC)OC)=O (N-(3,5-dichlorophenyl)-2-[[(3,4-dimethoxyphenyl)methyl]amino]acetamide), [H-].[Al+3].[Li+].[H-].[H-].[H-] (lithium aluminum hydride). The reactants are C(=O)([O-])[O-].[Cs+].[Cs+] (Cs2CO3), C(C)(C)(C)OC(CCO)=O (3-hydroxy-propionic acid tert-butyl-ester), ClC1=NC=C(C(=N1)Cl)Br (2,4-Dichloro-5-bromopyrimidine). Run in [Cl-].[Na+].O (brine), CN(C)C=O (DMF). Run at time 5 hour. Yields the product C(C)(C)(C)OC(CCOC1=NC(=NC=C1Br)Cl)=O (3-(5-Bromo-2-chloro-pyrimidin-4-yloxy)-propionic acid tert-butyl ester). As a reaction SMILES: [Cl:1][C:2]1[N:7]=[C:6](Cl)[C:5]([Br:9])=[CH:4][N:3]=1.C([O-])([O-])=O.[Cs+].[Cs+].[C:16]([O:20][C:21](=[O:25])[CH2:22][CH2:23][OH:24])([CH3:19])([CH3:18])[CH3:17]>CN(C=O)C.[Cl-].[Na+].O>[C:16]([O:20][C:21](=[O:25])[CH2:22][CH2:23][O:24][C:6]1[C:5]([Br:9])=[CH:4][N:3]=[C:2]([Cl:1])[N:7]=1)([CH3:19])([CH3:18])[CH3:17] |f:1.2.3,6.7.8|. Procedure details: 2,4-Dichloro-5-bromopyrimidine (7.98 g, 35 mmol) is dissolved in DMF (35 ml) and Cs2CO3 (11.4 g, 35 mmol) and 3-hydroxy-propionic acid tert-butyl-ester (5.12 g, 35 mmol) are added. The reaction mixture is stirred for 5 h at rt. The reaction mixture is diluted with brine and the extracted with ethyl acetate (3×). The organic layers are washed with brine, dried over sodiumsulfat and evaporated to dryness. The crude product is used for the following reaction without any further purification.